From a dataset of the Open Reaction Database (ORD), a public repository of structured organic reaction records. describe an organic reaction: reactants, conditions, products, and yield The reactants are C1=CC=C(C=C1)COC(=O)CC[C@@H](C(=O)O)N (L-glutamic acid γ-benzyl ester), C1(C=2C(C(=O)O1)=CC=CC2)=O (phthalic anhydride). Solvent: C1(=CC=CC=C1)C (toluene), C1(=CC=CC=C1)C (toluene). Yields the product C(C1=CC=CC=C1)OC(=O)CC[C@@H](C(=O)O)N1C(C2=CC=CC=C2C1=O)=O (α(S)-(2-benzyloxycarbonylethyl)-1,3-dihydro-1,3-dioxo-2-isoindoleacetic acid). Yield: 60.5%. RXN SMILES: [CH:1]1[CH:6]=[CH:5][C:4]([CH2:7][O:8][C:9]([CH2:11][CH2:12][C@H:13]([NH2:17])[C:14]([OH:16])=[O:15])=[O:10])=[CH:3][CH:2]=1.[C:18]1(=O)[O:23][C:21](=[O:22])[C:20]2=[CH:24][CH:25]=[CH:26][CH:27]=[C:19]12>C1(C)C=CC=CC=1>[CH2:7]([O:8][C:9]([CH2:11][CH2:12][C@H:13]([N:17]1[C:21](=[O:22])[C:20]2[C:19](=[CH:27][CH:26]=[CH:25][CH:24]=2)[C:18]1=[O:23])[C:14]([OH:16])=[O:15])=[O:10])[C:4]1[CH:5]=[CH:6][CH:1]=[CH:2][CH:3]=1. Reported procedure: 16 g of L-glutamic acid γ-benzyl ester and 11 g of phthalic anhydride, both finely powdered, were stirred in 20 ml of toluene at reflux temperature for 2 hours. 50 ml of toluene were added and the mixture was evaporated. A further 80 ml of toluene were then added and the mixture was left to crystallize. Recrystallization from toluene yielded 15 g of α(S)-(2-benzyloxycarbonylethyl)-1,3-dihydro-1,3-dioxo-2-isoindoleacetic acid of melting point 96°-98° C.; [α]D20 =-50.4° (c=1 in methanol). The reactants are NC=1C=C(C(=NC1)F)C=C (5-amino-2-fluoro-3-ethenylpyridine), C(C)(C)(C)ON=O (t-Butylnitrite), COCCOC (DME), B(F)(F)F.CCOCC (borontrifluoride etherate). Run in CCCCC (Pentane), C(Cl)Cl (CH2Cl2). Conditions: temperature 0 celsius, time 30 minute. The product is C(C)(=O)OC=1C=C(C(=NC1)F)C=C (5-Acetoxy-3-ethenyl-2-fluoropyridine). Yield: 40.0%. Reaction SMILES: N[C:2]1[CH:3]=[C:4]([CH:9]=[CH2:10])[C:5]([F:8])=[N:6][CH:7]=1.CO[CH2:13][CH2:14][O:15]C.B(F)(F)F.CC[O:23]CC.C(ON=O)(C)(C)C>CCCCC.C(Cl)Cl>[C:14]([O:15][C:2]1[CH:3]=[C:4]([CH:9]=[CH2:10])[C:5]([F:8])=[N:6][CH:7]=1)(=[O:23])[CH3:13] |f:2.3|. Reported procedure: To a stirred solution of the 5-amino-2-fluoro-3-ethenylpyridine from a above (3.00 g, 21.7 mmol) in 3:1 DME:CH2Cl2 (50 mL) at -10° C. was slowly added borontrifluoride etherate (5.60 mL, 45.6 mmol). t-Butylnitrite (3.10 mL, 26.0 mmol) was added over the course of 15 min, keeping the reaction temperature below -5° C. The reaction mixture was warmed to 0° C. and stirred for 30 min. Pentane (500 mL) was added and the solid tetrafluoroborate diazonium salt was collected by filtration. The diazonium ... The reactants are ClC1=C(C=CC(=C1)OCC[C@H]1[C@H](C1)C1CCN(CC1)C1=NC=C(C=N1)COC)CC(=O)OC(C)(C)C (tert-butyl (2-chloro-4-{2-[(1S,2R)-2-{1-[5-(methoxymethyl)pyrimidin-2-yl]piperidin-4-yl}cyclopropyl]ethoxy}phenyl)acetate), C(=O)(C(F)(F)F)O (TFA). Solvent: C(Cl)Cl (DCM). Reaction conditions: time 50 minute. The product is ClC1=C(C=CC(=C1)OCC[C@H]1[C@H](C1)C1CCN(CC1)C1=NC=C(C=N1)COC)CC(=O)O ((2-chloro-4-{2-[(1S,2R)-2-{1-[5-(methoxymethyl)pyrimidin-2-yl]piperidin-4-yl}cyclopropyl]ethoxy}phenyl)acetic acid). Reaction SMILES: [Cl:1][C:2]1[CH:7]=[C:6]([O:8][CH2:9][CH2:10][C@@H:11]2[CH2:13][C@@H:12]2[CH:14]2[CH2:19][CH2:18][N:17]([C:20]3[N:25]=[CH:24][C:23]([CH2:26][O:27][CH3:28])=[CH:22][N:21]=3)[CH2:16][CH2:15]2)[CH:5]=[CH:4][C:3]=1[CH2:29][C:30]([O:32]C(C)(C)C)=[O:31].C(O)(C(F)(F)F)=O>C(Cl)Cl>[Cl:1][C:2]1[CH:7]=[C:6]([O:8][CH2:9][CH2:10][C@@H:11]2[CH2:13][C@@H:12]2[CH:14]2[CH2:19][CH2:18][N:17]([C:20]3[N:21]=[CH:22][C:23]([CH2:26][O:27][CH3:28])=[CH:24][N:25]=3)[CH2:16][CH2:15]2)[CH:5]=[CH:4][C:3]=1[CH2:29][C:30]([OH:32])=[O:31]. Procedure: A solution of tert-butyl (2-chloro-4-{2-[(1S,2R)-2-{1-[5-(methoxymethyl)pyrimidin-2-yl]piperidin-4-yl}cyclopropyl]ethoxy}phenyl)acetate (0.96 g, 1.86 mmol) in DCM (10 ml) was treated with TFA (10.0 ml, 130 mmol) and the mixture stirred at RT for 50 min. The volatiles were removed and the residue purified by column chromatography using a Biotage RP C18 cartridge (30 g) using a gradient eluant of 0-100% water:acetonitrile+0.05% formic acid. to afford the title compound. Reaction SMILES: [BH3:33].[C:1]([CH3:2])([CH3:3])([CH3:4])[O:5][C:6](=[O:7])[N:8]1[CH2:9][CH2:10][N:11]([CH:14]([CH2:15][NH:16][C:17]([CH:18]([CH3:19])[CH3:20])=[O:21])[CH:22]2[CH2:23][CH2:24][CH2:25][CH2:26][CH2:27]2)[CH2:12][CH2:13]1.[CH2:44]1[O:45][CH2:46][CH2:47][CH2:48]1.[CH3:49][CH2:50][O:51][C:52]([CH3:53])=[O:54].[CH3:55][OH:56].[CH:34]([N:35]([CH2:36][CH3:37])[CH:38]([CH3:39])[CH3:40])([CH3:41])[CH3:42].[I:43].[O:28]1[CH2:29][CH2:30][CH2:31][CH2:32]1>>[C:1]([CH3:2])([CH3:3])([CH3:4])[O:5][C:6](=[O:7])[N:8]1[CH2:9][CH2:10][N:11]([CH:14]([CH2:15][NH:16][CH2:17][CH:18]([CH3:19])[CH3:20])[CH:22]2[CH2:23][CH2:24][CH2:25][CH2:26][CH2:27]2)[CH2:12][CH2:13]1. Starting materials: B, CC(C)C(=O)NCC(C1CCCCC1)N1CCN(C(=O)OC(C)(C)C)CC1, C1CCOC1, CCOC(C)=O, CO, CCN(C(C)C)C(C)C, I, C1CCOC1. The product is CC(C)CNCC(C1CCCCC1)N1CCN(C(=O)OC(C)(C)C)CC1. The reactants are [N+]1(=CNC2=C1C=CC=N2)[O-] (4-azabenzimidazole N-oxide), CS(=O)(=O)Cl (methanesulfonyl chloride). Run in CN(C)C=O (DMF). Run at temperature 50 celsius, time 16 hour. Yields the product ClC1=C2C(=NC=C1)NC=N2 (7-chloro-3H-imidazo[4,5-b]pyridine). Yield: 33.0%. RXN SMILES: [N+:1]1([O-])[C:5]2[CH:6]=[CH:7][CH:8]=[N:9][C:4]=2[NH:3][CH:2]=1.CS([Cl:15])(=O)=O>CN(C=O)C>[Cl:15][C:6]1[CH:7]=[CH:8][N:9]=[C:4]2[NH:3][CH:2]=[N:1][C:5]=12. Procedure: A 50 mL round bottom flask set up with a reflux condenser under nitrogen atmosphere was charged 4-azabenzimidazole N-oxide (1.2 g, 8.88 mmol) and 11 mL of DMF. This was heated to 50° C. and methanesulfonyl chloride (1.86 ml, 23.98 mmol) was added dropwise via syringe. The resulting mixture was heated to 80° C. and stirred at this temperature for 16 hours. This was cooled to room temperature and quenched with water (approximately 10 mL) and reaction mixture brought to pH 7 by adding 6N NaOH aqueo... Reactants: C(C1=CC=CC=C1)N1CCNCC1 (4-benzylpiperazine), FC1=CC=C(C=O)C=C1 (4-flurobenzaldehyde), C(=O)([O-])[O-].[K+].[K+] (K2CO3). Solvent: CN(C)C=O (DMF). The product is C(C1=CC=CC=C1)N1CCN(CC1)C1=CC=C(C=O)C=C1 (4-(4-benzylpiperazin-1-yl)benzaldehyde). The yield is 98.0%. Reaction SMILES: [CH2:1]([N:8]1[CH2:13][CH2:12][NH:11][CH2:10][CH2:9]1)[C:2]1[CH:7]=[CH:6][CH:5]=[CH:4][CH:3]=1.F[C:15]1[CH:22]=[CH:21][C:18]([CH:19]=[O:20])=[CH:17][CH:16]=1.C([O-])([O-])=O.[K+].[K+]>CN(C=O)C>[CH2:1]([N:8]1[CH2:13][CH2:12][N:11]([C:15]2[CH:22]=[CH:21][C:18]([CH:19]=[O:20])=[CH:17][CH:16]=2)[CH2:10][CH2:9]1)[C:2]1[CH:3]=[CH:4][CH:5]=[CH:6][CH:7]=1 |f:2.3.4|. Procedure details: Heat a mixture of 4-benzylpiperazine (5.0 mL, 28.8 mmol), 4-flurobenzaldehyde (3.1 mL, 28.8 mmol)) and anhydrous K2CO3 (5.96 g, 43.1 mmol)) in DMF (50 mL) to -150° C. overnight. Cool the mixture to room temperature, partition between water and ether (Et2O), and extract with Et2O. Combine the Et2O extracts, wash with water and brine, dry over anhydrous Na2SO4 and concentrate in vacuo to obtain 7.91 g (98%) of 4-(4-benzylpiperazin-1-yl)benzaldehyde as a yellow solid of sufficient purity to be empl... Reactants: [Al+3], C1CCOC1, [H-], [H-], [H-], [H-], [Li+], COC(=O)Cc1ccc(O)cc1. The product is OCCc1ccc(O)cc1. Reaction SMILES: [Al+3:14].[CH2:19]1[O:20][CH2:21][CH2:22][CH2:23]1.[H-:13].[H-:16].[H-:17].[H-:18].[Li+:15].[OH:1][c:2]1[cH:3][cH:4][c:5]([CH2:8][C:9](=[O:10])[O:11][CH3:12])[cH:6][cH:7]1>>[OH:1][c:2]1[cH:3][cH:4][c:5]([CH2:8][CH2:9][OH:10])[cH:6][cH:7]1.